The task is: describe an organic reaction: reactants, conditions, products, and yield. This data is from the Open Reaction Database (ORD), a public repository of structured organic reaction records. Reactants: BrC=1C=NC=C(C(=O)NC(C)C2=CN=C(N=N2)NC2=CC(=C(C(=C2)OC)OC)OC)C1 (5-bromo-N-(1-{3-[(3,4,5-trimethoxyphenyl)amino]-1,2,4-triazin-6-yl}ethyl)nicotinamide), P(=O)(Cl)(Cl)Cl (phosphorus oxychloride), BrC=1C=NC=C(C(=O)NC(C)C2=CN=C(N=N2)NC2=CC(=C(C(=C2)OC)OC)OC)C1 (5-bromo-N-(1-{3-[(3,4,5-trimethoxyphenyl)amino]-1,2,4-triazin-6-yl}ethyl)nicotinamide), N1N=CN=C1 (1,2,4-triazole). The solvent is N1=CC=CC=C1 (pyridine). Yields the product BrC=1C=C(C=NC1)C1=NC(=C2C=NC(=NN21)NC2=CC(=C(C(=C2)OC)OC)OC)C (7-(5-bromopyridin-3-yl)-5-methyl-N-(3,4,5-trimethoxyphenyl)imidazo[5,1-f][1,2,4]triazin-2-amine). Yield: 7.5%. RXN SMILES: [Br:1][C:2]1[CH:3]=[N:4][CH:5]=[C:6]([CH:31]=1)[C:7]([NH:9][CH:10]([C:12]1[N:17]=[N:16][C:15]([NH:18][C:19]2[CH:24]=[C:23]([O:25][CH3:26])[C:22]([O:27][CH3:28])=[C:21]([O:29][CH3:30])[CH:20]=2)=[N:14][CH:13]=1)[CH3:11])=O.N1C=NC=N1.P(Cl)(Cl)(Cl)=O>N1C=CC=CC=1>[Br:1][C:2]1[CH:31]=[C:6]([C:7]2[N:17]3[C:12]([CH:13]=[N:14][C:15]([NH:18][C:19]4[CH:24]=[C:23]([O:25][CH3:26])[C:22]([O:27][CH3:28])=[C:21]([O:29][CH3:30])[CH:20]=4)=[N:16]3)=[C:10]([CH3:11])[N:9]=2)[CH:5]=[N:4][CH:3]=1. Procedure: In a similar manner as described for Example 9, 5-bromo-N-(1-{3-[(3,4,5-trimethoxyphenyl)amino]-1,2,4-triazin-6-yl}ethyl)nicotinamide (Intermediate 20) (0.15 g, 0.31 mmol) and 1,2,4-triazole (128 mg, 1.9 mmol) in pyridine (4 mL) and phosphorus oxychloride (0.087 mL, 0.93 mmol) gave 7-(5-bromopyridin-3-yl)-5-methyl-N-(3,4,5-trimethoxyphenyl)imidazo[5,1-f][1,2,4]triazin-2-amine (0.011 g) as a yellow solid. 1H NMR (Acetone-d6): δ9.81-9.78 (m, 1H), 9.18 (s, 1H), 8.93-8.90 (m, 1H), 8.73-8.70 (m, 1H),... Reactants: CC(C)(C)[O-], CN(C)C=O, COC(=O)Cl, Cc1ncc2n1-c1ccc(Cl)cc1C(c1ccccc1F)=NC2, [K+]. Yields the product COC(=O)C1N=C(c2ccccc2F)c2cc(Cl)ccc2-n2c1cnc2C. As a reaction SMILES: [CH3:1][C:2]([CH3:3])([O-:4])[CH3:5].[CH3:35][N:36]([CH3:37])[CH:38]=[O:39].[Cl:30][C:31](=[O:32])[O:33][CH3:34].[Cl:7][c:8]1[cH:9][cH:10][c:11]2[c:12]([cH:29]1)[C:13]([c:22]1[c:23]([F:28])[cH:24][cH:25][cH:26][cH:27]1)=[N:14][CH2:15][c:16]1[n:17]-2[c:18]([CH3:21])[n:19][cH:20]1.[K+:6]>>[Cl:7][c:8]1[cH:9][cH:10][c:11]2[c:12]([cH:29]1)[C:13]([c:22]1[c:23]([F:28])[cH:24][cH:25][cH:26][cH:27]1)=[N:14][CH:15]([C:31](=[O:32])[O:33][CH3:34])[c:16]1[n:17]-2[c:18]([CH3:21])[n:19][cH:20]1. The reactants are BrC=1C=NC=C(C1)\C=C\C1=CC(=CC=C1)[N+](=O)[O-] (3-bromo-5-[(E)-2-(3-nitrophenyl)vinyl]pyridine), C(=O)[O-].[NH4+] (ammonium formate). Reagents/catalysts: [Fe] (iron). The solvent is C(C)O (ethanol), O (water). Reaction conditions: time 30 minute. The product is NC=1C=C(C=CC1)/C=C/C=1C=NC=C(C1)Br (3-[(E)-2-(3-aminophenyl)vinyl]-5-bromopyridine). Isolated yield 71.3%. RXN SMILES: [Br:1][C:2]1[CH:3]=[N:4][CH:5]=[C:6](/[CH:8]=[CH:9]/[C:10]2[CH:15]=[CH:14][CH:13]=[C:12]([N+:16]([O-])=O)[CH:11]=2)[CH:7]=1.C([O-])=O.[NH4+]>C(O)C.O.[Fe]>[NH2:16][C:12]1[CH:11]=[C:10](/[CH:9]=[CH:8]/[C:6]2[CH:5]=[N:4][CH:3]=[C:2]([Br:1])[CH:7]=2)[CH:15]=[CH:14][CH:13]=1 |f:1.2|. Procedure details: A mixture of 3-bromo-5-[(E)-2-(3-nitrophenyl)vinyl]pyridine (5.55 g), iron powder (3.05 g) and ammonium formate (5.73 g) in ethanol (90 ml) and water (30 ml) was stirred at 90pbC. for 30 minutes. The mixture was filtered while hot. The filtrate was added to sodium bicarbonate solution and extracted with ethyl acetate twice. The combined organic solution was washed with sodium bicarbonate solution and brine, dried over magnesium sulfate and concentrated to give 3-[(E)-2-(3-aminophenyl)vinyl]-5-br... Starting materials: [N+](=O)(O)[O-] (nitric acid), N (ammonia), C(C)N(CCCNC1=NNC2=CC=CC=C12)CC (3-(3-diethylaminopropylamino)indazole), ice, O (water). The solvent is C(Cl)(Cl)Cl (chloroform), S(O)(O)(=O)=O (sulfuric acid), S(O)(O)(=O)=O (sulfuric acid). Reaction conditions: time 2 hour. Product: C(C)N(CCCNC1=NNC2=CC=C(C=C12)N)CC (3-(3-diethylaminopropylamino)-5-aminoindazole). Yield: 44.0%. As a reaction SMILES: [CH2:1]([N:3]([CH2:17][CH3:18])[CH2:4][CH2:5][CH2:6][NH:7][C:8]1[C:16]2[C:11](=[CH:12][CH:13]=[CH:14][CH:15]=2)[NH:10][N:9]=1)[CH3:2].[N+:19]([O-])(O)=O.O.N>S(=O)(=O)(O)O.C(Cl)(Cl)Cl>[CH2:17]([N:3]([CH2:1][CH3:2])[CH2:4][CH2:5][CH2:6][NH:7][C:8]1[C:16]2[C:11](=[CH:12][CH:13]=[C:14]([NH2:19])[CH:15]=2)[NH:10][N:9]=1)[CH3:18]. Procedure details: In 2.58 ml of sulfuric acid was dissolved 1.5 g of 3-(3-diethylaminopropylamino)indazole. To the solution were added dropwise 0.41 ml of nitric acid (d=1.42) and 0.41 ml of sulfuric acid (sp.gr. 1.84) under cooling with ice, and the solution was stirred for 2 hours at 5°-10° C. To 12.1 ml of ice and water was added the solution, and the pH of the solution was adjusted to at least 11 with an aqueous ammonia solution. Then the solution was extracted with chloroform. The chloroform layer was dried ... The reactants are O=C(c1ccc(Cl)cc1)C1CCN(C(=O)c2ccc(Br)nc2)CC1, CCC1COC(=O)N1. Yields the product CCC1COC(=O)N1c1ccc(C(=O)N2CCC(C(=O)c3ccc(Cl)cc3)CC2)cn1. Reaction SMILES: [Br:1][c:2]1[cH:3][cH:4][c:5]([C:8](=[O:9])[N:10]2[CH2:11][CH2:12][CH:13]([C:16]([c:17]3[cH:18][cH:19][c:20]([Cl:23])[cH:21][cH:22]3)=[O:24])[CH2:14][CH2:15]2)[cH:6][n:7]1.[CH2:25]([CH3:26])[CH:27]1[NH:28][C:29](=[O:32])[O:30][CH2:31]1>>[c:2]1([N:28]2[CH:27]([CH2:25][CH3:26])[CH2:31][O:30][C:29]2=[O:32])[cH:3][cH:4][c:5]([C:8](=[O:9])[N:10]2[CH2:11][CH2:12][CH:13]([C:16]([c:17]3[cH:18][cH:19][c:20]([Cl:23])[cH:21][cH:22]3)=[O:24])[CH2:14][CH2:15]2)[cH:6][n:7]1. Reactants: [Cl-], O=C(O)c1ccc(Cl)s1, Nc1cccc2c1C(=O)OC2=O, O=S(Cl)Cl, c1ccncc1. Yields the product O=C(Nc1cccc2c1C(=O)OC2=O)c1ccc(Cl)s1. Reaction SMILES: [Cl-:1].[Cl:2][c:3]1[s:4][c:5]([C:8](=[O:9])[OH:10])[cH:6][cH:7]1.[NH2:15][c:16]1[c:17]2[c:18]([cH:24][cH:25][cH:26]1)[C:19](=[O:20])[O:21][C:22]2=[O:23].[S:11]([Cl:12])([Cl:13])=[O:14].[cH:27]1[cH:28][cH:29][n:30][cH:31][cH:32]1>>[Cl:2][c:3]1[s:4][c:5]([C:8](=[O:10])[NH:15][c:16]2[c:17]3[c:18]([cH:24][cH:25][cH:26]2)[C:19](=[O:20])[O:21][C:22]3=[O:23])[cH:6][cH:7]1. As a reaction SMILES: [H-].[Na+].[CH3:3][C:4]1[NH:5][CH:6]=[CH:7][N:8]=1.F[C:10]1[CH:15]=[CH:14][C:13]([N+:16]([O-:18])=[O:17])=[CH:12][CH:11]=1.O>CN(C=O)C.C(OCC)(=O)C>[N+:16]([C:13]1[CH:14]=[CH:15][C:10]([N:5]2[CH:6]=[CH:7][N:8]=[C:4]2[CH3:3])=[CH:11][CH:12]=1)([O-:18])=[O:17] |f:0.1|. Reaction conditions: time 0.25 hour. Run in C(C)(=O)OCC (ethyl acetate), CN(C)C=O (DMF). Yields the product [N+](=O)([O-])C1=CC=C(C=C1)N1C(=NC=C1)C (1-(4-Nitrophenyl)-2-methylimidazole). Reactants: O (Water), [H-].[Na+] (Sodium hydride), CC=1NC=CN1 (2-methylimidazole), FC1=CC=C(C=C1)[N+](=O)[O-] (1-Fluoro-4-nitrobenzene). Isolated yield 46.4%. Reported procedure: Sodium hydride (4.87 g, 122.0 mmol, 60% dispersion in oil) was added to a solution of 2-methylimidazole (10 g, 122.0 mmol) in DMF (100 ml) and stirred at room temperature for 0.25 h. 1-Fluoro-4-nitrobenzene (17.18 g, 122.0 mmol) was added to the reaction mixture and stirred at room temperature for 16 h. Water (150 ml) and ethyl acetate (250 ml) were added, the aqueous separated and extracted with ethyl acetate (3×150 ml). The combined extracts were washed with water (3×150 ml), dried (Na2SO4) an... The reactants are [H-].[Na+] (sodium hydride), C(CCC)OC1=C(N(C(C2=CC=C(C=C12)F)=O)CC1CC1)C(=O)OCC (ethyl 4-butoxy-2-cyclopropylmethyl-6-fluoro-1-oxo-1,2-dihydro-3-isoquinolinecarboxylate), [OH-].[Na+] (sodium hydroxide), Cl (hydrochloric acid), Cl (hydrochloric acid). Solvent: C(C1=CC=CC=C1)O (benzyl alcohol), O1CCCC1 (tetrahydrofuran), C(C)O (ethanol), O (water). Conditions: temperature 150 celsius, time 12 hour. The product is C(C1=CC=CC=C1)OC=1C=C2C(=C(N(C(C2=CC1)=O)CC1CC1)C(=O)O)OCCCC (6-benzyloxy-4-butoxy-2-cyclopropylmethyl-1-oxo-1,2-dihydro-3-isoquinolinecarboxylic acid). Isolated yield 138.7%. RXN SMILES: [CH2:1]([O:5][C:6]1[C:15]2[C:10](=[CH:11][CH:12]=[C:13](F)[CH:14]=2)[C:9](=[O:17])[N:8]([CH2:18][CH:19]2[CH2:21][CH2:20]2)[C:7]=1[C:22]([O:24]CC)=[O:23])[CH2:2][CH2:3][CH3:4].[OH-:27].[Na+].Cl.[H-].[Na+]>O1CCCC1.C(O)C.C(O)C1C=CC=CC=1.O>[CH2:9]([O:27][C:13]1[CH:14]=[C:15]2[C:10](=[CH:11][CH:12]=1)[C:9](=[O:17])[N:8]([CH2:18][CH:19]1[CH2:21][CH2:20]1)[C:7]([C:22]([OH:24])=[O:23])=[C:6]2[O:5][CH2:1][CH2:2][CH2:3][CH3:4])[C:10]1[CH:15]=[CH:14][CH:13]=[CH:12][CH:11]=1 |f:1.2,4.5|. Reported procedure: To a solution of ethyl 4-butoxy-2-cyclopropylmethyl-6-fluoro-1-oxo-1,2-dihydro-3-isoquinolinecarboxylate (9.03 g, 25 mmol) in tetrahydrofuran (30 mL) and ethanol (30 mL) was added sodium hydroxide (3.00 g, 75 mmol). The obtained mixture was refluxed under heating for 12 h. The reaction mixture was poured into water, acidified with 1N hydrochloric acid and extracted with ethyl acetate. The extract was washed with brine, dried over anhydrous magnesium sulfate and concentrated under reduced pressur... Reactants: C, CCOC(=O)CCCCCCCC1=Cc2c(c(OC)c(OC)c(OC)c2OC)C1, CCO, [Pd]. Yields the product CCOC(=O)CCCCCCCC1Cc2c(c(OC)c(OC)c(OC)c2OC)C1. RXN SMILES: [C:30].[CH3:1][O:2][c:3]1[c:4]2[c:8]([c:9]([O:16][CH3:17])[c:10]([O:14][CH3:15])[c:11]1[O:12][CH3:13])[CH2:7][C:6]([CH2:18][CH2:19][CH2:20][CH2:21][CH2:22][CH2:23][CH2:24][C:25](=[O:26])[O:27][CH2:28][CH3:29])=[CH:5]2.[CH3:32][CH2:33][OH:34].[Pd:31]>>[CH3:1][O:2][c:3]1[c:4]2[c:8]([c:9]([O:16][CH3:17])[c:10]([O:14][CH3:15])[c:11]1[O:12][CH3:13])[CH2:7][CH:6]([CH2:18][CH2:19][CH2:20][CH2:21][CH2:22][CH2:23][CH2:24][C:25](=[O:26])[O:27][CH2:28][CH3:29])[CH2:5]2. Reactants: CC=1N=C(SC1)NC(=O)C1=NC(=CC=C1N)C (3-Amino-6-methyl-pyridine-2-carboxylic acid (4-methyl-thiazol-2-yl)-amide), BrC=1C=NC=CC1 (3-Bromopyridine). The reagents and catalysts are [Pd] (Palladium). Yields the product CC=1N=C(SC1)NC(=O)C1=NC(=CC=C1NC=1C=NC=CC1)C (6-Methyl-3-(pyridin-3-ylamino)-pyridine-2-carboxylic acid (4-methyl-thiazol-2-yl)-amide). RXN SMILES: [CH3:1][C:2]1[N:3]=[C:4]([NH:7][C:8]([C:10]2[C:15]([NH2:16])=[CH:14][CH:13]=[C:12]([CH3:17])[N:11]=2)=[O:9])[S:5][CH:6]=1.Br[C:19]1[CH:20]=[N:21][CH:22]=[CH:23][CH:24]=1>[Pd]>[CH3:1][C:2]1[N:3]=[C:4]([NH:7][C:8]([C:10]2[C:15]([NH:16][C:19]3[CH:20]=[N:21][CH:22]=[CH:23][CH:24]=3)=[CH:14][CH:13]=[C:12]([CH3:17])[N:11]=2)=[O:9])[S:5][CH:6]=1. Reported procedure: The title compound, was prepared in accordance with the general method of example 4, step 2 using 2-amino-4-methylthiazole instead of 2-chloro-4-aminopyridine to yield 6-Methyl-2-(4-methyl-thiazol-2-ylcarbamoyl)-pyridin-3-yl]-carbamic acid tert-butyl ester as a light yellow solid. MS (ISP): m/e=349.0 (M+H+). Boc-deprotection as described in example 4 step 3 yielded 3-Amino-6-methyl-pyridine-2-carboxylic acid (4-methyl-thiazol-2-yl)-amide as an off-white solid, MS (ISP): m/e=249.4 (M+H+). Palladi...